From a dataset of the Open Reaction Database (ORD), a public repository of structured organic reaction records. describe an organic reaction: reactants, conditions, products, and yield Reactants: C(C)OC(=O)C1=NC(=CC=C1NC=1N(N=C(C1)C)C)C (3-(2,5-Dimethyl-2H-pyrazol-3-ylamino)-6-methyl-pyridine-2-carboxylic acid ethyl ester), NC=1N=C(SC1)C (4-Amino-2-methylthiazole). The product is CC=1SC=C(N1)NC(=O)C1=NC(=CC=C1NC=1N(N=C(C1)C)C)C (3-(2,5-Dimethyl-2H-pyrazol-3-ylamino)-6-methyl-pyridine-2-carboxylic acid (2-methyl-thiazol-4-yl)-amide). RXN SMILES: C(O[C:4]([C:6]1[C:11]([NH:12][C:13]2[N:14]([CH3:19])[N:15]=[C:16]([CH3:18])[CH:17]=2)=[CH:10][CH:9]=[C:8]([CH3:20])[N:7]=1)=[O:5])C.[NH2:21][C:22]1[N:23]=[C:24]([CH3:27])[S:25][CH:26]=1>>[CH3:27][C:24]1[S:25][CH:26]=[C:22]([NH:21][C:4]([C:6]2[C:11]([NH:12][C:13]3[N:14]([CH3:19])[N:15]=[C:16]([CH3:18])[CH:17]=3)=[CH:10][CH:9]=[C:8]([CH3:20])[N:7]=2)=[O:5])[N:23]=1. Procedure: The title compound, was prepared from 3-(2,5-Dimethyl-2H-pyrazol-3-ylamino)-6-methyl-pyridine-2-carboxylic acid ethyl ester and 4-Amino-2-methylthiazole in accordance with the general method of Example 78, step 2 to yield the final compound as a light-yellow solid, MS (ISP): m/e=343.0 (M+H+). The reactants are FC1=C(C=CC(=C1)F)[C@]([C@@H](C)N1C(N(CC1)C1=CC=C(C=C1)N1N=NN=C1)=O)(CN1N=CN=C1)O (1-[(1R,2R)-2-(2,4-difluorophenyl)-2-hydroxy-1-methyl-3-(1H-1,2,4-triazol-1-yl)propyl]-3-[4-(1H-tetrazol-1-yl)phenyl]-2-imidazolidinone), C(OC(C)Cl)(OCC)=O (1-chloroethyl ethyl carbonate). Run in C(C)#N (acetonitrile). Conditions: temperature 95 celsius, time 38 hour. The product is [Cl-].FC1=C(C=CC(=C1)F)[C@@](C[NH+]1N=CN(C1)C(C)OC(=O)OCC)([C@@H](C)N1C(N(CC1)C1=CC=C(C=C1)N1N=NN=C1)=O)O (1-[(2R,3R)-2-(2,4-difluorophenyl)-2-hydroxy-3-[2-oxo-3-[4-(1H-tetrazol-1-yl)phenyl]-1-imidazolidinyl]butyl]-4-[-1-(ethoxy-carbonyloxy)ethyl]-1H-1,2,4-triazolium chloride), Compound. Yield: 1.0%. As a reaction SMILES: [F:1][C:2]1[CH:7]=[C:6]([F:8])[CH:5]=[CH:4][C:3]=1[C@@:9]([OH:35])([CH2:29][N:30]1[CH:34]=[N:33][CH:32]=[N:31]1)[C@H:10]([N:12]1[CH2:16][CH2:15][N:14]([C:17]2[CH:22]=[CH:21][C:20]([N:23]3[CH:27]=[N:26][N:25]=[N:24]3)=[CH:19][CH:18]=2)[C:13]1=[O:28])[CH3:11].[C:36](=[O:44])([O:41][CH2:42][CH3:43])[O:37][CH:38]([Cl:40])[CH3:39]>C(#N)C>[Cl-:40].[F:1][C:2]1[CH:7]=[C:6]([F:8])[CH:5]=[CH:4][C:3]=1[C@:9]([OH:35])([C@H:10]([N:12]1[CH2:16][CH2:15][N:14]([C:17]2[CH:22]=[CH:21][C:20]([N:23]3[CH:27]=[N:26][N:25]=[N:24]3)=[CH:19][CH:18]=2)[C:13]1=[O:28])[CH3:11])[CH2:29][NH+:30]1[CH2:34][N:33]([CH:38]([O:37][C:36]([O:41][CH2:42][CH3:43])=[O:44])[CH3:39])[CH:32]=[N:31]1 |f:3.4|. Reported procedure: To a mixture of 1-[(1R,2R)-2-(2,4-difluorophenyl)-2-hydroxy-1-methyl-3-(1H-1,2,4-triazol-1-yl)propyl]-3-[4-(1H-tetrazol-1-yl)phenyl]-2-imidazolidinone (0.61 g) and 1-chloroethyl ethyl carbonate (3.7 g) was added acetonitrile (1 ml), and the mixture was stirred for 38 hours at 95° C. The reaction mixture was concentrated under reduced pressure. To the residue was added diisopropyl ether (10 ml), and the resulting powder was collected by filtration. The powder was subjected to ODS column chromatog... Reactants: C1=C(C=CC2=CC=CC=C12)OCCNC1=CC=C(C(=O)OCC)C=C1 (ethyl p-{[2-(2-naphthyloxy)-ethyl]amino}benzoate), [OH-].[K+] (potassium hydroxide), Cl (hydrochloric acid). Solvent: O (water), C(C)O.O (ethanol water). The product is C1=C(C=CC2=CC=CC=C12)OCCNC1=CC=C(C(=O)O)C=C1 (p-{[2-(2-Naphthyloxy)ethyl]amino}benzoic acid). Reaction SMILES: [CH:1]1[C:10]2[C:5](=[CH:6][CH:7]=[CH:8][CH:9]=2)[CH:4]=[CH:3][C:2]=1[O:11][CH2:12][CH2:13][NH:14][C:15]1[CH:25]=[CH:24][C:18]([C:19]([O:21]CC)=[O:20])=[CH:17][CH:16]=1.[OH-].[K+].Cl>C(O)C.O.O>[CH:1]1[C:10]2[C:5](=[CH:6][CH:7]=[CH:8][CH:9]=2)[CH:4]=[CH:3][C:2]=1[O:11][CH2:12][CH2:13][NH:14][C:15]1[CH:25]=[CH:24][C:18]([C:19]([OH:21])=[O:20])=[CH:17][CH:16]=1 |f:1.2,4.5|. Procedure: A mixture of 3.0 g of ethyl p-{[2-(2-naphthyloxy)-ethyl]amino}benzoate, and 3.0 g of potassium hydroxide in 200 ml of ethanol-water (95:5) is refluxed for 3 hours. The mixture is diluted with 100 ml of water and brought to pH 6.0 with concentrated hydrochloric acid. The mixture is filtered and the solid washed with 50 ml of water and 20 ml of cold ethanol-water (4:1) to give the product, mp 208°-211° C. Solvent: industrial methylated spirit, industrial methylated spirit. Procedure details: A mixture of 1-(1,4-benzodioxan-5-yl)piperazine (2.45 g), 37-40% aqueous formaldehyde solution (0.8 ml) and industrial methylated spirit (30 ml) was stirred at ambient temperature under nitrogen for 18 hours, then a slurry of 3-amino-2-methyl-1-phenyl-3-pyrazolin-5-one (1.95 g) in industrial methylated spirit (55 ml) was added in one portion. The stirred mixture was heated under reflux for 5 hours, then allowed to stand at ambient temperature for 18 hours. The resulting solid was collected by fi... Yields the product NC=1N(N(C(C1CN1CCN(CC1)C1=CC=CC=2OCCOC21)=O)C2=CC=CC=C2)C (3-amino-4-[4-(1,4-benzodioxan-5-yl)piperazin-1-ylmethyl]-2-methyl-1-phenyl-3-pyrazolin-5-one). Reaction conditions: time 18 hour. As a reaction SMILES: [O:1]1[C:6]2[CH:7]=[CH:8][CH:9]=[C:10]([N:11]3[CH2:16][CH2:15][NH:14][CH2:13][CH2:12]3)[C:5]=2[O:4][CH2:3][CH2:2]1.[CH2:17]=O.[NH2:19][C:20]1[N:21]([CH3:32])[N:22]([C:26]2[CH:31]=[CH:30][CH:29]=[CH:28][CH:27]=2)[C:23](=[O:25])[CH:24]=1>>[NH2:19][C:20]1[N:21]([CH3:32])[N:22]([C:26]2[CH:27]=[CH:28][CH:29]=[CH:30][CH:31]=2)[C:23](=[O:25])[C:24]=1[CH2:17][N:14]1[CH2:15][CH2:16][N:11]([C:10]2[C:5]3[O:4][CH2:3][CH2:2][O:1][C:6]=3[CH:7]=[CH:8][CH:9]=2)[CH2:12][CH2:13]1. Reactants: O1CCOC2=C1C=CC=C2N2CCNCC2 (1-(1,4-benzodioxan-5-yl)piperazine), C=O (formaldehyde), NC=1N(N(C(C1)=O)C1=CC=CC=C1)C (3-amino-2-methyl-1-phenyl-3-pyrazolin-5-one). The reactants are CC1=NC=NC=C1C1=NC=C(C(=N1)C(F)(F)F)C(=O)C=1C(=NC(=NC1)C=1C(=NC=NC1)C)C(F)(F)F ((4-methylpyrimidin-5-yl)-4-trifluoromethylpyrimidin-5-yl ketone), [BH4-].[Na+] (sodium borohydride), C(C)OC(C)=O (ethylacetate), OP(=O)(O)[O-].[K+] (KH2PO4). Run in C(C)O (ethanol), CCO (EtOH). Conditions: time 10 minute. The product is CC1=NC=NC=C1C(O)C=1C(=NC=NC1)C(F)(F)F (1-(4-methylpyrimidin-5-yl)-1-(4-trifluoromethylpyrimidin-5-yl)methanol). Yield: 114.3%. Reaction SMILES: CC1C([C:8]2[N:13]=[C:12]([C:14](F)(F)F)[C:11]([C:18]([C:20]3[C:21]([C:33]([F:36])([F:35])[F:34])=[N:22][C:23](C4C(C)=NC=NC=4)=[N:24][CH:25]=3)=[O:19])=[CH:10][N:9]=2)=CN=CN=1.[BH4-].[Na+].C(OC(=O)C)C.OP([O-])(O)=O.[K+]>C(O)C>[CH3:14][C:12]1[C:11]([CH:18]([C:20]2[C:21]([C:33]([F:36])([F:34])[F:35])=[N:22][CH:23]=[N:24][CH:25]=2)[OH:19])=[CH:10][N:9]=[CH:8][N:13]=1 |f:1.2,4.5|. Procedure details: To a cooled solution of 300 mg of (4-methylpyrimidin-5-yl)-4-trifluoromethylpyrimidin-5-yl ketone in 4.5 ml of ethanol (EtOH) was added 30 mg of sodium borohydride in 1 ml EtOH dropwise over a period of 20 minutes. After stirring at 0°-5° C. for another 10 minutes, ethylacetate (25 ml) and 15 ml of 10% KH2PO4 (pH=3) were added followed by vigorous stirring. The layers were separated and the aqueous extracted twice with dichloromethane-methanol (10:1). The organic layers were combined, dried (MgS...